From a dataset of the Open Reaction Database (ORD), a public repository of structured organic reaction records. describe an organic reaction: reactants, conditions, products, and yield Reactants: CN1CCN(CC(NC(=O)OC(C)(C)C)c2ccc(O[Si](C)(C)C(C)(C)C)cc2)CC1, CCCC[N+](CCCC)(CCCC)CCCC, C1CCOC1, [F-]. The product is CN1CCN(CC(NC(=O)OC(C)(C)C)c2ccc(O)cc2)CC1. RXN SMILES: [C:1]([CH3:2])([CH3:3])([CH3:4])[O:5][C:6]([NH:7][CH:8]([CH2:9][N:10]1[CH2:11][CH2:12][N:13]([CH3:16])[CH2:14][CH2:15]1)[c:17]1[cH:18][cH:19][c:20]([O:23][Si:24]([C:25]([CH3:26])([CH3:27])[CH3:28])([CH3:29])[CH3:30])[cH:21][cH:22]1)=[O:31].[CH2:33]([N+:34]([CH2:35][CH2:36][CH2:37][CH3:38])([CH2:39][CH2:40][CH2:41][CH3:42])[CH2:43][CH2:44][CH2:45][CH3:46])[CH2:47][CH2:48][CH3:49].[CH2:50]1[O:51][CH2:52][CH2:53][CH2:54]1.[F-:32]>>[C:1]([CH3:2])([CH3:3])([CH3:4])[O:5][C:6]([NH:7][CH:8]([CH2:9][N:10]1[CH2:11][CH2:12][N:13]([CH3:16])[CH2:14][CH2:15]1)[c:17]1[cH:18][cH:19][c:20]([OH:23])[cH:21][cH:22]1)=[O:31]. Reactants: ClC1=NC=C(C(=N1)Cl)F (2,4-dichloro-5-fluoropyrimidine), NC=1C=CC2=C(N3C(CO2)=NC=C3)C1 (8-amino-4H-imidazo[2,1-c][1,4]-benzoxazine). Yields the product ClC1=NC=C(C(=N1)NC=1C=CC2=C(N3C(CO2)=NC=C3)C1)F (2-chloro-5-fluoro-N-[4H-imidazo[2,1-c][1,4]-benzoxazin-8-yl]-4-pyrimidineamine). RXN SMILES: [Cl:1][C:2]1[N:7]=[C:6](Cl)[C:5]([F:9])=[CH:4][N:3]=1.[NH2:10][C:11]1[CH:12]=[CH:13][C:14]2[O:19][CH2:18][C:17]3=[N:20][CH:21]=[CH:22][N:16]3[C:15]=2[CH:23]=1>>[Cl:1][C:2]1[N:7]=[C:6]([NH:10][C:11]2[CH:12]=[CH:13][C:14]3[O:19][CH2:18][C:17]4=[N:20][CH:21]=[CH:22][N:16]4[C:15]=3[CH:23]=2)[C:5]([F:9])=[CH:4][N:3]=1. Procedure: In like manner to the preparation of 2-chloro-N-(3,4-ethylenedioxyphenyl)-5-fluoro-4-pyrimidineamine, 2,4-dichloro-5-fluoropyrimidine was reacted with 8-amino-4H-imidazo[2,1-c][1,4]-benzoxazine to produce 2-chloro-5-fluoro-N-[4H-imidazo[2,1-c][1,4]-benzoxazin-8-yl]-4-pyrimidineamine. 1H NMR (DMSO-d6): 1H NMR (DMSO-d6): δ 10.08 (s, 1H), 8.31 (s, 1H), 7.91 (d, 1H, J=2.3 Hz), 7.74 (d, 1H, J=1.2 Hz), 7.37 (dd, 1H, J=2.3 and 8.8 Hz), 7.16 (d, 1H, J=8.8 Hz), 7.14 (d, 1H, J=1.2 Hz), 5.29 (s, 2H). LCMS:... Reactants: COC1=CC=C(CNC=2[N+](=CC=C(C2)[N+](=O)[O-])[O-])C=C1 (N-(4-methoxybenzyl)-4-nitropyridin-2-amine 1-oxide), OC1=CC=C2CCC(CC2=C1)C(=O)O (7-hydroxy-1,2,3,4-tetrahydronaphthalene-2-carboxylic acid), C([O-])([O-])=O.[Cs+].[Cs+] (cesium carbonate), CN(C)C=O (DMF). Conditions: temperature 80 celsius, time 8 hour. The product is COC1=CC=C(CNC2=[N+](C=CC(=C2)OC2=CC=C3CCC(CC3=C2)C(=O)O)[O-])C=C1 (7-({2-[(4-methoxybenzyl)amino]-1-oxidopyridin-4-yl}oxy)-1,2,3,4-tetrahydronaphthalene-2-carboxylic acid). Isolated yield 89.2%. As a reaction SMILES: [CH3:1][O:2][C:3]1[CH:20]=[CH:19][C:6]([CH2:7][NH:8][C:9]2[N+:10]([O-:18])=[CH:11][CH:12]=[C:13]([N+]([O-])=O)[CH:14]=2)=[CH:5][CH:4]=1.[OH:21][C:22]1[CH:31]=[C:30]2[C:25]([CH2:26][CH2:27][CH:28]([C:32]([OH:34])=[O:33])[CH2:29]2)=[CH:24][CH:23]=1.C(=O)([O-])[O-].[Cs+].[Cs+].CN(C=O)C>>[CH3:1][O:2][C:3]1[CH:20]=[CH:19][C:6]([CH2:7][NH:8][C:9]2[CH:14]=[C:13]([O:21][C:22]3[CH:31]=[C:30]4[C:25]([CH2:26][CH2:27][CH:28]([C:32]([OH:34])=[O:33])[CH2:29]4)=[CH:24][CH:23]=3)[CH:12]=[CH:11][N+:10]=2[O-:18])=[CH:5][CH:4]=1 |f:2.3.4|. Procedure: A mixture of N-(4-methoxybenzyl)-4-nitropyridin-2-amine 1-oxide (25.6 g, 0.0929 mol), 7-hydroxy-1,2,3,4-tetrahydronaphthalene-2-carboxylic acid (17 g, 0.088 mol) and cesium carbonate (92 g, 0.28 mol) in DMF (200 mL, 3 mol) was heated with stirring at 80° C. overnight. The reaction mixture was allowed to cool and then concentrated to small volume and 200 ml of water was added. The solution was acidified with conc. HCl to pH=4. The aqueous solution was removed and the remaining organic solution wa... The reactants are O=C([O-])[O-], CN(C)C=O, COC(=O)C(C)Oc1cc(C)ccc1CCl, O=c1n(CCCF)nnn1-c1ccc(O)cc1F, [K+], [K+]. Product: COC(=O)C(C)Oc1cc(C)ccc1COc1ccc(-n2nnn(CCCF)c2=O)c(F)c1. RXN SMILES: [C:35](=[O:36])([O-:37])[O-:38].[CH3:41][N:42]([CH3:43])[CH:44]=[O:45].[Cl:19][CH2:20][c:21]1[c:22]([O:23][CH:24]([C:25](=[O:26])[O:27][CH3:28])[CH3:29])[cH:30][c:31]([CH3:34])[cH:32][cH:33]1.[F:1][c:2]1[c:3](-[n:9]2[n:10][n:11][n:12]([CH2:15][CH2:16][CH2:17][F:18])[c:13]2=[O:14])[cH:4][cH:5][c:6]([OH:8])[cH:7]1.[K+:39].[K+:40]>>[F:1][c:2]1[c:3](-[n:9]2[n:10][n:11][n:12]([CH2:15][CH2:16][CH2:17][F:18])[c:13]2=[O:14])[cH:4][cH:5][c:6]([O:8][CH2:20][c:21]2[c:22]([O:23][CH:24]([C:25](=[O:26])[O:27][CH3:28])[CH3:29])[cH:30][c:31]([CH3:34])[cH:32][cH:33]2)[cH:7]1. Reactants: C(#N)[BH3-].[Na+] (Sodium cyanoborohydride), C(C)(C)(C)OC(=O)N1[C@@H](C[C@@H](C1)NCC1=CC=C(C=C1)C#N)C(=O)N1[C@@H](CCC1)C#N ((S)-1-[(2S,4S)-1-tert-Butoxycarbonyl-4-(4-cyanophenylmethyl)amino-2-pyrrolidinylcarbonyl]-2-cyanopyrrolidine), Cl.Cl.C(#N)[C@H]1N(CCC1)C(=O)[C@H]1NC[C@H](C1)NCC1=CC=C(C=C1)C#N ((S)-2-cyano-1-[(2S,4S)-4-(4-cyanophenylmethyl)amino-2-pyrrolidinylcarbonyl]pyrrolidine dihydrochloride), C=O (formaldehyde). The solvent is C(C)(=O)O (acetic acid), C(C)#N (acetonitrile). Conditions: time 1 hour. Yields the product C(C)(C)(C)OC(=O)N1[C@@H](C[C@@H](C1)N(C)CC1=CC=C(C=C1)C#N)C(=O)N1[C@@H](CCC1)C#N ((S)-1-{(2S,4S)-1-tert-butoxycarbonyl-4-[N-(4-cyanophenylmethyl)-N-methylamino]-2-pyrrolidinylcarbonyl}-2-cyanopyrrolidine). As a reaction SMILES: [C:1]([O:5][C:6]([N:8]1[CH2:12][C@@H:11]([NH:13][CH2:14][C:15]2[CH:20]=[CH:19][C:18]([C:21]#[N:22])=[CH:17][CH:16]=2)[CH2:10][C@H:9]1[C:23]([N:25]1[CH2:29][CH2:28][CH2:27][C@H:26]1[C:30]#[N:31])=[O:24])=[O:7])([CH3:4])([CH3:3])[CH3:2].Cl.Cl.[C:34]([C@@H]1CCCN1C([C@@H]1C[C@H](NCC2C=CC(C#N)=CC=2)CN1)=O)#N.C=O.C([BH3-])#N.[Na+]>C(#N)C.C(O)(=O)C>[C:1]([O:5][C:6]([N:8]1[CH2:12][C@@H:11]([N:13]([CH2:14][C:15]2[CH:20]=[CH:19][C:18]([C:21]#[N:22])=[CH:17][CH:16]=2)[CH3:34])[CH2:10][C@H:9]1[C:23]([N:25]1[CH2:29][CH2:28][CH2:27][C@H:26]1[C:30]#[N:31])=[O:24])=[O:7])([CH3:4])([CH3:2])[CH3:3] |f:1.2.3,5.6|. Reported procedure: (S)-1-[(2S,4S)-1-tert-Butoxycarbonyl-4-(4-cyanophenylmethyl)amino-2-pyrrolidinylcarbonyl]-2-cyanopyrrolidine [product of Example 31 (1), 1.04 g] and 37% formaldehyde solution (0.7 mL) were dissolved in acetonitrile (15 mL), and the mixture was stirred at room temperature for 1 hr. Sodium cyanoborohydride (0.240 g) and acetic acid (0.4 mL) were added to the reaction mixture, and the mixture was stirred for 1 hr. The reaction mixture was evaporated under reduced pressure. Saturated aqueous sodium ...